Dataset: the Open Reaction Database (ORD), a public repository of structured organic reaction records. Task: describe an organic reaction: reactants, conditions, products, and yield Starting materials: BrCc1ccc(-c2ccccn2)cc1, CC[O-], CC(=O)O, CCO, [Li+], [Na+], CC(C)(C)OC(=O)NC(Cc1ccccc1)C1CCC(=O)O1, [OH-], O, O. Product: CC(C)(C)OC(=O)NC(Cc1ccccc1)C1CC(Cc2ccc(-c3ccccn3)cc2)C(=O)O1. As a reaction SMILES: [Br:23][CH2:24][c:25]1[cH:26][cH:27][c:28](-[c:31]2[n:32][cH:33][cH:34][cH:35][cH:36]2)[cH:29][cH:30]1.[CH3:38][CH2:39][O-:40].[CH3:44][C:45](=[O:46])[OH:47].[CH3:48][CH2:49][OH:50].[Li+:43].[Na+:37].[O:1]=[C:2]1[CH2:3][CH2:4][CH:5]([CH:7]([CH2:8][c:9]2[cH:10][cH:11][cH:12][cH:13][cH:14]2)[NH:15][C:16]([O:17][C:18]([CH3:19])([CH3:20])[CH3:21])=[O:22])[O:6]1.[OH-:42].[OH2:41].[OH2:51]>>[O:1]=[C:2]1[CH:3]([CH2:24][c:25]2[cH:26][cH:27][c:28](-[c:31]3[n:32][cH:33][cH:34][cH:35][cH:36]3)[cH:29][cH:30]2)[CH2:4][CH:5]([CH:7]([CH2:8][c:9]2[cH:10][cH:11][cH:12][cH:13][cH:14]2)[NH:15][C:16]([O:17][C:18]([CH3:19])([CH3:20])[CH3:21])=[O:22])[O:6]1. The product is ClC1=NC(=CC=C1[C@H]1[C@@H](C1)C(=O)OCC)C1=CC(=CC=C1)C(F)(F)F (trans-ethyl 2-(2-chloro-6-(3-(trifluoromethyl)phenyl)pyridin-3-yl)cyclopropanecarboxylate). Reaction conditions: time 1 hour. Isolated yield 84.0%. Procedure details: Trimethyl sulfoxonium iodide (4.6 g, 21.25 mmol) was added slowly in small portions over a period of 20 min, to a suspension of sodium hydride (850 mg, 21.25 mmol) in dry DMSO (120 mL) at RT stirred for 1 h, till the formation of clear solution. A solution of (E)-ethyl 3-(2-chloro-6-(3-(trifluoromethyl)phenyl)pyridin-3-yl)acrylate (6.3 g, 17.71 mmol) in dry DMSO (100 mL) was added slowly dropwise and stirred at RT for 30 mins. After completion, the reaction mixture was poured into ice water (100... The solvent is CS(=O)C (DMSO), CS(=O)C (DMSO). As a reaction SMILES: [I-].[CH3:2][S+](C)(C)=O.[H-].[Na+].[Cl:9][C:10]1[C:15](/[CH:16]=[CH:17]/[C:18]([O:20][CH2:21][CH3:22])=[O:19])=[CH:14][CH:13]=[C:12]([C:23]2[CH:28]=[CH:27][CH:26]=[C:25]([C:29]([F:32])([F:31])[F:30])[CH:24]=2)[N:11]=1>CS(C)=O>[Cl:9][C:10]1[C:15]([C@@H:16]2[CH2:2][C@H:17]2[C:18]([O:20][CH2:21][CH3:22])=[O:19])=[CH:14][CH:13]=[C:12]([C:23]2[CH:28]=[CH:27][CH:26]=[C:25]([C:29]([F:30])([F:31])[F:32])[CH:24]=2)[N:11]=1 |f:0.1,2.3|. Reactants: ClC1=NC(=CC=C1/C=C/C(=O)OCC)C1=CC(=CC=C1)C(F)(F)F ((E)-ethyl 3-(2-chloro-6-(3-(trifluoromethyl)phenyl)pyridin-3-yl)acrylate), ice water, [I-].C[S+](=O)(C)C (Trimethyl sulfoxonium iodide), [H-].[Na+] (sodium hydride). The reactants are O[C@@H](CNC(=O)[C@@H]1OC2=CC=C(C=C2CC1)I)COC1=CC=CC=C1 ((2R)-N-[(2S)-2-hydroxy-3-phenoxypropyl]-6-iodo-3,4-dihydro-2H-chromene-2-carboxamide), B.CSC (borane methyl sulfide). The solvent is C1CCOC1 (THF). Product: IC=1C=C2CC[C@@H](OC2=CC1)CNC[C@@H](COC1=CC=CC=C1)O ((2S)-1-({[(2R)-6-iodo-3,4-dihydro-2H-chromen-2-yl]methyl}amino)-3-phenoxy-2-propanol). The yield is 99.0%. Reaction SMILES: [OH:1][C@H:2]([CH2:18][O:19][C:20]1[CH:25]=[CH:24][CH:23]=[CH:22][CH:21]=1)[CH2:3][NH:4][C:5]([C@H:7]1[CH2:16][CH2:15][C:14]2[C:9](=[CH:10][CH:11]=[C:12]([I:17])[CH:13]=2)[O:8]1)=O.B.CSC>C1COCC1>[I:17][C:12]1[CH:13]=[C:14]2[C:9](=[CH:10][CH:11]=1)[O:8][C@@H:7]([CH2:5][NH:4][CH2:3][C@H:2]([OH:1])[CH2:18][O:19][C:20]1[CH:25]=[CH:24][CH:23]=[CH:22][CH:21]=1)[CH2:16][CH2:15]2 |f:1.2|. Reported procedure: To a solution containing (2R)-N-[(2S)-2-hydroxy-3-phenoxypropyl]-6-iodo-3,4-dihydro-2H-chromene-2-carboxamide (Example 79, 9.204 mmol, 1 eq.) in THF (140 mL) at room temperature was slowly added borane-methyl sulfide complex (2 M in THF, 46.07 mmol, 5.0 eq.). After completion of addition, reaction solution was heated to reflux, maintained at that temperature for 2 hours, and then cooled to room temperature. The resulting solution was quenched with EtOH (5 mL) dropwise, then with 2 M HCl (20 mL) ... The reactants are C(C)OC1=CC(=NC2=C(C=C(C=C12)C(=O)OCC)OCC)C (ethyl 4,8-diethoxy-2-methylquinoline-6-carboxylate), CC(C)C[AlH]CC(C)C (DIBAL), CC(=O)OI1(C=2C=CC=CC2C(=O)O1)(OC(=O)C)OC(=O)C (Dess-Martin periodinane). Solvent: CCOC(=O)C (EtOAc), [OH-].[K+] (KOH), C1CCOC1 (THF), CCOC(=O)C (EtOAc). Product: C(C)OC1=CC(=NC2=C(C=C(C=C12)C=O)OCC)C (4,8-diethoxy-2-methylquinoline-6-carbaldehyde). The yield is 38.6%. RXN SMILES: [CH2:1]([O:3][C:4]1[C:13]2[C:8](=[C:9]([O:19][CH2:20][CH3:21])[CH:10]=[C:11]([C:14](OCC)=[O:15])[CH:12]=2)[N:7]=[C:6]([CH3:22])[CH:5]=1)[CH3:2].CC(C[AlH]CC(C)C)C.CC(OI1(OC(C)=O)(OC(C)=O)OC(=O)C2C=CC=CC1=2)=O>C1COCC1.CCOC(C)=O.[OH-].[K+]>[CH2:1]([O:3][C:4]1[C:13]2[C:8](=[C:9]([O:19][CH2:20][CH3:21])[CH:10]=[C:11]([CH:14]=[O:15])[CH:12]=2)[N:7]=[C:6]([CH3:22])[CH:5]=1)[CH3:2] |f:5.6|. Reported procedure: To a solution of ethyl 4,8-diethoxy-2-methylquinoline-6-carboxylate (60 mg, 0.20 mmol) in THF (2 mL) was added DIBAL (0.79 mL, 1M in toluene) at −78° C. The reaction mixture was allowed to warm up to room temperature and was stirred for 10 additional minutes before it was diluted with EtOAc (20 mL) and 5% KOH (20 mL). The layers were separated and the organic layer was washed with brine, dried over Na2SO4, filtered and concentrated. The residue was redissolved in DCM (3 mL) and Dess-Martin perio... Reactants: BrCCC1=C(C=CC=C1)[N+](=O)[O-] (1-(2-Bromoethyl)-2-nitrobenzene), NC1CCN(CC1)CC1=CC=CC=C1 (4-amino-1-benzylpiperidine). Conditions: temperature 100 celsius, time 17 hour. Product: [N+](=O)([O-])C1=C(CCNC2CCN(CC2)CC2=CC=CC=C2)C=CC=C1 (N-(2-nitrophenethyl)-1-benzylpiperidin-4-amine). Isolated yield 81.0%. RXN SMILES: Br[CH2:2][CH2:3][C:4]1[CH:9]=[CH:8][CH:7]=[CH:6][C:5]=1[N+:10]([O-:12])=[O:11].[NH2:13][CH:14]1[CH2:19][CH2:18][N:17]([CH2:20][C:21]2[CH:26]=[CH:25][CH:24]=[CH:23][CH:22]=2)[CH2:16][CH2:15]1>>[N+:10]([C:5]1[CH:6]=[CH:7][CH:8]=[CH:9][C:4]=1[CH2:3][CH2:2][NH:13][CH:14]1[CH2:19][CH2:18][N:17]([CH2:20][C:21]2[CH:26]=[CH:25][CH:24]=[CH:23][CH:22]=2)[CH2:16][CH2:15]1)([O-:12])=[O:11]. Procedure: 1-(2-Bromoethyl)-2-nitrobenzene (1.5 g, 6.52 mmol) and 4-amino-1-benzylpiperidine (3.0 ml, 14.71 mmol) were combined. Mixture was heated neat at 100° C. and held with stirring for 17 hours. Mixture was cooled to room temperature. Residue was triturated in 30 mL diethyl ether. Solids were filtered off, washed with diethyl ether and discarded. Filtrate was concentrated. Silica gel chromatography on the residue eluting 2M ammonia in methanol-dichloromethane afforded the title compound as brown oil ... The reactants are BrC=1C=C(C(=O)O)C=C(C1)Cl (3-bromo-5-chlorobenzoic acid), B.C1CCOC1 (borane THF). The solvent is C1CCOC1 (THF). Run at time 16 hour. Product: BrC=1C=C(C=C(C1)Cl)CO ((3-bromo-5-chlorophenyl)methanol), solid. The yield is 72.0%. RXN SMILES: [Br:1][C:2]1[CH:3]=[C:4]([CH:8]=[C:9]([Cl:11])[CH:10]=1)[C:5](O)=[O:6].B.C1COCC1>C1COCC1>[Br:1][C:2]1[CH:3]=[C:4]([CH2:5][OH:6])[CH:8]=[C:9]([Cl:11])[CH:10]=1 |f:1.2|. Procedure details: To a solution of 3-bromo-5-chlorobenzoic acid (1.0 g, 4.3 mmol) in THF (30 mL) was added borane-THF solution (13 mL, 1.0 M) at 0° C. The mixture was allowed to stir for 16 hours. TLC showed clean conversion. The reaction was quenched with methanol, diluted with EtOAc (100 mL), washed with 0.5 N HCl, 0.5 N NaOH, and brine, dried over sodium sulfate, filtered and concentrated to give rise to (3-bromo-5-chlorophenyl)methanol as a waxy solid (680 mg, 72% yield). To the above solid (680 mg, 3.1 mmol)... Reactants: BrC=1C=C(C(=NC1)CC)N=C(C)C ((5-bromo-2-ethyl-pyridin-3-yl)-isopropylidene-amine), CC(=O)O (AcOH), C(C)(=O)O[BH-](OC(C)=O)OC(C)=O.[Na+] (sodium triacetoxyborohydride). Run in ClCCl (dichloromethane). Conditions: time 4 hour. The product is BrC=1C=C(C(=NC1)CC)NC(C)C ((5-Bromo-2-ethyl-pyridin-3-yl)-isopropyl-amine). RXN SMILES: [Br:1][C:2]1[CH:3]=[C:4]([N:10]=[C:11]([CH3:13])[CH3:12])[C:5]([CH2:8][CH3:9])=[N:6][CH:7]=1.CC(O)=O.C(O[BH-](OC(=O)C)OC(=O)C)(=O)C.[Na+]>ClCCl>[Br:1][C:2]1[CH:3]=[C:4]([NH:10][CH:11]([CH3:12])[CH3:13])[C:5]([CH2:8][CH3:9])=[N:6][CH:7]=1 |f:2.3|. Procedure details: To solution of (5-bromo-2-ethyl-pyridin-3-yl)-isopropylidene-amine (Stage 162.1.2, 1.17 mmol) in dichloromethane (25 ml) was added AcOH (0.25 ml) and sodium triacetoxyborohydride (3.51 mmol). The reaction mixture was stirred for 4 h at rt. The RM was quenched with aqueous NaHCO3 and extracted with dichloromethane (2×). The combined organic layers were washed with saturated aqueous NaHCO3, with brine, dried over Na2SO4, filtered and evaporated. The residue was absorbed on silica gel and eluted (C...